This data is from the Open Reaction Database (ORD), a public repository of structured organic reaction records. The task is: describe an organic reaction: reactants, conditions, products, and yield Starting materials: C(C)OC(=O)[C@@H]1CN(C[C@H]1C(F)(F)F)CC1=CC=CC=C1 (trans-1-benzyl-4-trifluoromethylpyrrolidine-3-carboxylic acid ethyl ester), C(C1=CC=CC=C1)OC(=O)Cl (benzylchloroformate), Cl (hydrochloride), C([O-])(O)=O.[Na+] (sodium bicarbonate). Reagents/catalysts: [C].[Pd] (palladium carbon). Solvent: C(C)O (ethanol). Reaction conditions: temperature 40 celsius, time 11 hour. The product is C(C)OC(=O)[C@@H]1CN(C[C@H]1C(F)(F)F)C(=O)OCC1=CC=CC=C1 (Trans-1-benzyloxycarbonyl-4-trifluoromethylpyrrolidine-3-carboxylic acid ethyl ester). The yield is 92.3%. RXN SMILES: [CH2:1]([O:3][C:4]([C@H:6]1[C@H:10]([C:11]([F:14])([F:13])[F:12])[CH2:9][N:8](CC2C=CC=CC=2)[CH2:7]1)=[O:5])[CH3:2].Cl.C(=O)(O)[O-].[Na+].[CH2:28]([O:35][C:36](Cl)=[O:37])[C:29]1[CH:34]=[CH:33][CH:32]=[CH:31][CH:30]=1>C(O)C.[C].[Pd]>[CH2:1]([O:3][C:4]([C@H:6]1[C@H:10]([C:11]([F:14])([F:12])[F:13])[CH2:9][N:8]([C:36]([O:35][CH2:28][C:29]2[CH:34]=[CH:33][CH:32]=[CH:31][CH:30]=2)=[O:37])[CH2:7]1)=[O:5])[CH3:2] |f:2.3,6.7|. Reported procedure: In 150 ml of ethanol, is dissolved 15.0 g (49.8 mmol) of trans-1-benzyl-4-trifluoromethylpyrrolidine-3-carboxylic acid ethyl ester. To the above solution, are added 6 ml of conc-hydrochloride and then 3 g of 10% palladium carbon. The mixture is stirred at 40° C. and 1 atmospheric pressure to perform a hydrogenation. Four hours later, the catalyzer is removed by filtration. The filtrate is concentrated under reduced pressure, and the residue was dissolved in 60 ml of water. To the solution, is ad... Reaction SMILES: [CH3:1][O:2][C:3](=[O:9])[C@@H:4]1[CH2:8][CH2:7][CH2:6][NH:5]1.O.[C:11]([O-:14])(O)=O.[Na+].[CH2:16]1[CH2:20]O[CH2:18][CH2:17]1>>[CH3:1][O:2][C:3](=[O:9])[C@@H:4]1[CH2:8][CH2:7][CH2:6][N:5]1[C:11](=[O:14])[CH2:18][CH2:17][CH2:16][CH2:20][CH2:20][CH2:16][CH2:17][CH2:18][CH2:20][CH2:16][CH2:17]/[CH:18]=[CH:20]\[CH2:16][CH2:17][CH2:18][CH2:6][CH2:7][CH2:8][CH2:4][CH3:3] |f:2.3|. The product is COC([C@H]1N(CCC1)C(CCCCCCCCCCC\C=C/CCCCCCCC)=O)=O (N-erucoyl-proline methyl ester). Procedure details: In methylene chloride (10 ml) was dissolved erucic acid (2 g). To the solution was added dropwise oxalyl chloride (1.1 ml), and the mixture was refluxed for one hour under heating, followed by concentration to give acid chloride. The acid chloride was stirred, together with L-proline methyl ester (980 mg), in THF (15 ml)-water (1 ml) in the presence of NaHCO3 (800 mg) at room temperature for 15 hours. The solvent was concentrated. To the residue was then added water, and the mixture was subjecte... Reactants: acid chloride, COC([C@H]1NCCC1)=O (L-proline methyl ester), O (water), C(=O)(O)[O-].[Na+] (NaHCO3), C1CCOC1 (THF). The reactants are CC(C)(C)c1cc(-c2ccc(N)cc2)cc(C(C)(C)C)c1O, O=C1OC(=O)c2ccccc21. The product is CC(C)(C)c1cc(-c2ccc(NC(=O)c3ccccc3C(=O)O)cc2)cc(C(C)(C)C)c1O. Reaction SMILES: [NH2:1][c:2]1[cH:3][cH:4][c:5](-[c:8]2[cH:9][c:10]([C:19]([CH3:20])([CH3:21])[CH3:22])[c:11]([OH:18])[c:12]([C:14]([CH3:15])([CH3:16])[CH3:17])[cH:13]2)[cH:6][cH:7]1.[O:23]=[C:24]1[O:25][C:26](=[O:27])[c:28]2[cH:29][cH:30][cH:31][cH:32][c:33]21>>[NH:1]([c:2]1[cH:3][cH:4][c:5](-[c:8]2[cH:9][c:10]([C:19]([CH3:20])([CH3:21])[CH3:22])[c:11]([OH:18])[c:12]([C:14]([CH3:15])([CH3:16])[CH3:17])[cH:13]2)[cH:6][cH:7]1)[C:26](=[O:27])[c:28]1[cH:29][cH:30][cH:31][cH:32][c:33]1[C:24](=[O:23])[OH:25]. The reactants are C(C)N(CCCNC1=NNC2=CC=C(C=C12)I)CC (3-(3-diethylaminopropylamino)-5-iodoindazole), NC1=NNC2=C(C=CC=C12)I (3-amino-7-iodoindazole). The product is C(C)N(CCCNC1=NNC2=C(C=CC=C12)I)CC (3-(3-diethylaminopropylamino)-7-iodoindazole). The yield is 54.0%. Reaction SMILES: [CH2:1]([N:3]([CH2:18][CH3:19])[CH2:4][CH2:5][CH2:6][NH:7][C:8]1[C:16]2[C:11](=[CH:12][CH:13]=[C:14](I)[CH:15]=2)[NH:10][N:9]=1)[CH3:2].NC1C2C(=C([I:30])C=CC=2)NN=1>>[CH2:1]([N:3]([CH2:18][CH3:19])[CH2:4][CH2:5][CH2:6][NH:7][C:8]1[C:16]2[C:11](=[C:12]([I:30])[CH:13]=[CH:14][CH:15]=2)[NH:10][N:9]=1)[CH3:2]. Reported procedure: The same procedures for preparing 3-(3-diethylaminopropylamino)-5-iodoindazole as described in Example 71 were repeated except that 3-amino-7-iodoindazole was employed instead of the 3-amino-5-iodoindazole. As a result, 7.57 g of 3-(3-diethylaminopropylamino)-7-iodoindazole having the following analytical values was obtained in a yield of 54%. Reactants: CC(=O)Oc1c(C)c(CC(=O)OC(C)(C)C)cc2ccc(F)cc12, C[O-], CO, Cl, [Na+]. The product is Cc1c(CC(=O)OC(C)(C)C)cc2ccc(F)cc2c1O. RXN SMILES: [C:1]([CH3:2])([CH3:3])([CH3:4])[O:5][C:6]([CH2:7][c:8]1[cH:9][c:10]2[cH:11][cH:12][c:13]([F:23])[cH:14][c:15]2[c:16]([O:19][C:20](=[O:21])[CH3:22])[c:17]1[CH3:18])=[O:24].[CH3:25][O-:26].[CH3:29][OH:30].[ClH:28].[Na+:27]>>[C:1]([CH3:2])([CH3:3])([CH3:4])[O:5][C:6]([CH2:7][c:8]1[cH:9][c:10]2[cH:11][cH:12][c:13]([F:23])[cH:14][c:15]2[c:16]([OH:19])[c:17]1[CH3:18])=[O:24]. Starting materials: OC[C@H](CC1=CC(=NC=C1)OC)NC(OC(C)(C)C)=O (tert-butyl {(1S)-2-hydroxy-1-[(2-methoxypyridin-4-yl)methyl]ethyl}carbamate), CO (methanol), Cl (hydrogen chloride). The solvent is O1CCOCC1 (dioxane). Conditions: time 8 hour. Product: N[C@H](CO)CC1=CC(=NC=C1)OC ((2S)-2-amino-3-(2-methoxypyridin-4-yl)propan-1-ol). Reaction SMILES: [OH:1][CH2:2][C@@H:3]([NH:13]C(=O)OC(C)(C)C)[CH2:4][C:5]1[CH:10]=[CH:9][N:8]=[C:7]([O:11][CH3:12])[CH:6]=1.CO.Cl>O1CCOCC1>[NH2:13][C@@H:3]([CH2:4][C:5]1[CH:10]=[CH:9][N:8]=[C:7]([O:11][CH3:12])[CH:6]=1)[CH2:2][OH:1]. Reported procedure: To a vial was added tert-butyl {(1S)-2-hydroxy-1-[(2-methoxypyridin-4-yl)methyl]ethyl}carbamate (0.50 g, 1.8 mmol) and methanol (2.0 mL) and 4.0 M hydrogen chloride in dioxane (5.0 mL, 20. mmol). The reaction was stirred at room temperature overnight. Direct evaporation under reduced pressure afforded the final compound. LC-MS found: 183.0 (M+H)+.